Dataset: the Open Reaction Database (ORD), a public repository of structured organic reaction records. Task: describe an organic reaction: reactants, conditions, products, and yield Starting materials: C(C1=CC=CC=C1)OCCO (2-benzyloxyethanol), P(=O)(O)([O-])[O-].[K+].[K+] (dipotassium hydrogenphosphate), ice water, aqueous solution, Cl[O-].[Na+] (sodium hypochlorite), aqueous solution, S(=S)(=O)([O-])[O-].[Na+].[Na+] (sodium thiosulfate). The solvent is O (water), ClCCl (dichloromethane). Reaction conditions: time 5 minute. The product is C(C1=CC=CC=C1)OCC=O (2-benzyloxyacetaldehyde). Yield: 30.6%. As a reaction SMILES: [CH2:1]([O:8][CH2:9][CH2:10][OH:11])[C:2]1[CH:7]=[CH:6][CH:5]=[CH:4][CH:3]=1.P([O-])([O-])(O)=O.[K+].[K+].Cl[O-].[Na+].S([O-])([O-])(=O)=S.[Na+].[Na+]>O.ClCCl>[CH2:1]([O:8][CH2:9][CH:10]=[O:11])[C:2]1[CH:7]=[CH:6][CH:5]=[CH:4][CH:3]=1 |f:1.2.3,4.5,6.7.8|. Procedure: A 300-ml three-necked flask was charged with 15.2 g (0.1 mole) of 2-benzyloxyethanol, 100 ml of dichloromethane and 20 ml of water, and further with 2.6 g (15 mmoles ) of dipotassium hydrogenphosphate and 32 mg (0.15 mmole) of 4-acetoxy-2,2,6,6-tetramethyl-piperidinyl-1-oxy, and the mixture was cooled with ice water to 0 to 5° C. with stirring. To the mixed solution, with stirring, 46.6 g (75 mmoles ) of a 12% aqueous solution of sodium hypochlorite was added dropwise over 2 hours, while care wa... Reactants: 500, FC1(CC2C(C(=O)OC2=O)CC1)F (4,4-difluorohexahydrophthalic anhydride), ClC1=C(C=CC=C1)C (o-chlorotoluene). The reagents and catalysts are [Pd] (Pd/C). Conditions: time 3 hour. Yields the product FC=1C=C2C(C(=O)OC2=O)=CC1 (4-fluorophthalic anhydride). The yield is 37.0%. RXN SMILES: [F:1][C:2]1(F)[CH2:12][CH2:11][CH:5]2[C:6]([O:8][C:9](=[O:10])[CH:4]2[CH2:3]1)=[O:7].ClC1C=CC=CC=1C>[Pd]>[F:1][C:2]1[CH:3]=[C:4]2[C:9](=[O:10])[O:8][C:6](=[O:7])[C:5]2=[CH:11][CH:12]=1. Procedure: A mixture of 500 parts of 4,4-difluorohexahydrophthalic anhydride and 100 parts of 5 percent Pd/C catalyst in 3787 parts of o-chlorotoluene was charged to an autoclave reactor. The autoclave atmosphere was purged with nitrogen. The autoclave when then sealed, heated to 300°-350° and maintained thereat for about 3 hours, then cooled to about room temperature. Analysis of the reaction product, by gas chromatographic techniques indicated a 37 percent yield of 4-fluorophthalic anhydride, based on th...